Dataset: the Open Reaction Database (ORD), a public repository of structured organic reaction records. Task: describe an organic reaction: reactants, conditions, products, and yield The solvent is C(C)(=O)OCC (ethyl acetate), CN(C)C=O (DMF). Conditions: temperature 80 celsius. The product is BrC1=NC(=CC=C1)CSC (2-Bromo-6-[(methylthio)methyl]pyridine). As a reaction SMILES: [Br:1][C:2]1[CH:7]=[CH:6][CH:5]=[C:4]([CH2:8]Br)[N:3]=1.[CH3:10][S-:11].[Na+]>CN(C=O)C.C(OCC)(=O)C>[Br:1][C:2]1[CH:7]=[CH:6][CH:5]=[C:4]([CH2:8][S:11][CH3:10])[N:3]=1 |f:1.2|. Starting materials: BrC1=NC(=CC=C1)CBr (2-Bromo-6-(bromomethyl)pyridine), C[S-].[Na+] (sodium thiomethoxide). Reported procedure: 2-Bromo-6-(bromomethyl)pyridine (Example 190, Step 1) (0.20 g, 0.80 mmol) and sodium thiomethoxide (0.072 g, 1.04 mmol) were taken up in DMF (12.1 mL) heated at 80° C. for 3 hours. The reaction was then cooled to ambient temperature, diluted with ethyl acetate, washed with water, dried over magnesium sulfate, filtered and concentrated. The crude residue was purified by silica gel chromatography to yield the title compound. 1H NMR (600 MHz, CDCl3): 7.53 (t, J=9.0 Hz, 1H), 7.37 (d, J=9.0 Hz, 1H), ...